Dataset: the Open Reaction Database (ORD), a public repository of structured organic reaction records. Task: describe an organic reaction: reactants, conditions, products, and yield Reactants: solution, C(#N)C=P(CCCC)(CCCC)CCCC ((cyanomethylene)tributylphosphorane), OC[C@H](CC)N(S(=O)(=O)C1=C(C=CC=C1)[N+](=O)[O-])CCO ((S)—N-(1-Hydroxybutan-2-yl)-N-(2-hydroxyethyl)-2-nitrobenzenesulfonamide). The solvent is C1(=CC=CC=C1)C (toluene), C1(=CC=CC=C1)C (toluene). The product is C(C)[C@@H]1N(CCOC1)S(=O)(=O)C1=C(C=CC=C1)[N+](=O)[O-] ((S)-3-Ethyl-4-(2-nitrophenylsulfonyl)morpholine). Isolated yield 99.4%. As a reaction SMILES: C(C=P(CCCC)(CCCC)CCCC)#N.O[CH2:18][C@@H:19]([N:22]([CH2:35][CH2:36][OH:37])[S:23]([C:26]1[CH:31]=[CH:30][CH:29]=[CH:28][C:27]=1[N+:32]([O-:34])=[O:33])(=[O:25])=[O:24])[CH2:20][CH3:21]>C1(C)C=CC=CC=1>[CH2:20]([C@H:19]1[CH2:18][O:37][CH2:36][CH2:35][N:22]1[S:23]([C:26]1[CH:31]=[CH:30][CH:29]=[CH:28][C:27]=1[N+:32]([O-:34])=[O:33])(=[O:24])=[O:25])[CH3:21]. Procedure details: A 1 M solution of 0.558 ml (0.558 mmol) of (cyanomethylene)tributylphosphorane in toluene was added to a solution of 95 mg (0.298 mmol) of the title compound produced in step (ii) of Reference Example 9 in toluene (3 ml), and the mixture was stirred with heating under reflux for 1 hr 20 min. Thereafter, the reaction solution was cooled to room temperature, and the solvent was removed under the reduced pressure. The residue was purified by column chromatography on silica gel (hexane:ethyl acetate... Starting materials: ClCC(=O)NC=1C=CC2=C(OCCC3=C2SC(=C3)C(=O)N(C)C3=C(C=CC=C3)Cl)C1 (8-(2-chloroacetamido)-N-(2-chlorophenyl)-N-methyl-4,5-dihydro-benzo[b]thieno[2,3-d]oxepine-2-carboxamide), C(C)NCC (diethyl amine). Yields the product ClC1=C(C=CC=C1)N(C(=O)C1=CC2=C(C3=C(OCC2)C=C(C=C3)NC(CN(CC)CC)=O)S1)C (N-(2-chlorophenyl)-8-(2-(diethylamino)acetamido)-N-methyl-4,5-dihydrobenzo[b]thieno[2,3-d]oxepine-2-carboxamide). As a reaction SMILES: Cl[CH2:2][C:3]([NH:5][C:6]1[CH:7]=[CH:8][C:9]2[C:15]3[S:16][C:17]([C:19]([N:21]([C:23]4[CH:28]=[CH:27][CH:26]=[CH:25][C:24]=4[Cl:29])[CH3:22])=[O:20])=[CH:18][C:14]=3[CH2:13][CH2:12][O:11][C:10]=2[CH:30]=1)=[O:4].[CH2:31]([NH:33][CH2:34][CH3:35])[CH3:32]>>[Cl:29][C:24]1[CH:25]=[CH:26][CH:27]=[CH:28][C:23]=1[N:21]([CH3:22])[C:19]([C:17]1[S:16][C:15]2[C:9]3[CH:8]=[CH:7][C:6]([NH:5][C:3](=[O:4])[CH2:2][N:33]([CH2:34][CH3:35])[CH2:31][CH3:32])=[CH:30][C:10]=3[O:11][CH2:12][CH2:13][C:14]=2[CH:18]=1)=[O:20]. Procedure: Following the procedure in Example 147 for 237, 8-(2-chloroacetamido)-N-(2-chlorophenyl)-N-methyl-4,5-dihydro-benzo[b]thieno[2,3-d]oxepine-2-carboxamide and diethyl amine were reacted to give 169. MS: (ESI+) 498.2 Reactants: C1(=CC=C(C=C1)S(=O)(=O)O)C (p-toluenesulfonic acid), NCC(=O)OC(C)(C)C (tert-butyl glycinate), C(C1=CC=CC=C1)OC1=CC(=C(C=C1)C(C)=O)Cl (1-[4-(benzyloxy)-2-chlorophenyl]ethanone). Run in C1(=CC=CC=C1)C (toluene). Reaction conditions: temperature 120 celsius. Product: C(C1=CC=CC=C1)OC1=CC(=C(C=C1)C(C)NCC(=O)OC(C)(C)C)Cl (tert-butyl N-{1-[4-(benzyloxy)-2-chlorophenyl]ethyl}glycinate). As a reaction SMILES: [CH2:1]([O:8][C:9]1[CH:14]=[CH:13][C:12]([C:15](=O)[CH3:16])=[C:11]([Cl:18])[CH:10]=1)[C:2]1[CH:7]=[CH:6][CH:5]=[CH:4][CH:3]=1.C1(C)C=CC(S(O)(=O)=O)=CC=1.[NH2:30][CH2:31][C:32]([O:34][C:35]([CH3:38])([CH3:37])[CH3:36])=[O:33]>C1(C)C=CC=CC=1>[CH2:1]([O:8][C:9]1[CH:14]=[CH:13][C:12]([CH:15]([NH:30][CH2:31][C:32]([O:34][C:35]([CH3:38])([CH3:37])[CH3:36])=[O:33])[CH3:16])=[C:11]([Cl:18])[CH:10]=1)[C:2]1[CH:7]=[CH:6][CH:5]=[CH:4][CH:3]=1. Procedure details: To a mixture of 1-[4-(benzyloxy)-2-chlorophenyl]ethanone (500 mg) and toluene (15.0 mL) were added p-toluenesulfonic acid (110 mg) and tert-butyl glycinate (0.800 mL), followed by heating at 120° C. for 18 hours. After completion, the reaction mixture was left to be cooled, and then concentrated under reduced pressure. To the residue was added methanol (10.0 mL), and the sodium borohydride (90.0 mg) was added there to under ice-cooling, followed by stirring under ice-cooling for 2 hours. To the ... Starting materials: FC(C1=CC=C(C=C1)NC(=O)N1N=C(C(C1)(C)N=C=O)C1=CC=C(C=C1)Cl)(F)F (N-(4-trifluoromethylphenyl)-3-(4-chlorophenyl)-4-isocyanato-4-methyl-4,5-dihydro-1H-pyrazole-1-carboxamide), CO (methanol). The product is FC(C1=CC=C(C=C1)NC(=O)N1N=C(C(C1)(C)NC(=O)OC)C1=CC=C(C=C1)Cl)(F)F (N-(4-trifluoromethylphenyl)-3-(4-chlorophenyl)-4-carbomethoxyamino-4-methyl-4,5-dihydro-1H-pyrazole-1-carboxamide). Procedure details: A solution of 20 g (47 mmole) of N-(4-trifluoromethylphenyl)-3-(4-chlorophenyl)-4-isocyanato-4-methyl-4,5-dihydro-1H-pyrazole-1-carboxamide (Example 1d) in 200 ml of methanol was refluxed for 2 hours, concentrated in vacuo and recrystallized from ethyl acetate/hexanes yielding 19.8 g (92%) of a white solid, mp 179°-181° C. Reaction SMILES: [F:1][C:2]([F:29])([F:28])[C:3]1[CH:8]=[CH:7][C:6]([NH:9][C:10]([N:12]2[CH2:16][C:15]([N:18]=[C:19]=[O:20])([CH3:17])[C:14]([C:21]3[CH:26]=[CH:25][C:24]([Cl:27])=[CH:23][CH:22]=3)=[N:13]2)=[O:11])=[CH:5][CH:4]=1.[CH3:30][OH:31]>>[F:29][C:2]([F:1])([F:28])[C:3]1[CH:8]=[CH:7][C:6]([NH:9][C:10]([N:12]2[CH2:16][C:15]([NH:18][C:19]([O:31][CH3:30])=[O:20])([CH3:17])[C:14]([C:21]3[CH:22]=[CH:23][C:24]([Cl:27])=[CH:25][CH:26]=3)=[N:13]2)=[O:11])=[CH:5][CH:4]=1. The solvent is C(C)(C)O (isopropanol). RXN SMILES: [CH3:1][O:2][C:3]1[CH:4]=[CH:5][C:6]2[N:14]3[C:9]([O:10][CH2:11][CH2:12][CH2:13]3)=[C:8]([CH:15]=[CH:16][N+:17]([O-:19])=[O:18])[C:7]=2[N:20]=1.C(Cl)(Cl)Cl.[BH4-].[Na+].C(O)(=O)C>C(O)(C)C>[CH3:1][O:2][C:3]1[CH:4]=[CH:5][C:6]2[N:14]3[C:9]([O:10][CH2:11][CH2:12][CH2:13]3)=[C:8]([CH2:15][CH2:16][N+:17]([O-:19])=[O:18])[C:7]=2[N:20]=1 |f:2.3|. Reactants: COC=1C=CC2=C(C(=C3OCCCN32)C=C[N+](=O)[O-])N1 (8-Methoxy-10-[2-nitroethenyl]-3,4-dihydro-2H-pyrido[2′,3′:4,5]-pyrrolo [2,1-b][1,3]oxazine), [BH4-].[Na+] (sodium borohydride), C(C)(=O)O (acetic acid), C(Cl)(Cl)Cl (chloroform), 230-400. Procedure details: Under argon and in an anhydrous medium, 340 mg (1.23 mmol) of the compound obtained in Step H are suspended in 7 ml of isopropanol and 21 ml of chloroform in the presence of 810 mg of 230-400 mesh silica; 234 mg (6.18 mmol) of sodium borohydride are added slowly. After 2 hours' stirring at room temperature, acetic acid is added and the reaction mixture is filtered through a glass frit. After removal of the solvents by evaporation, the residue is diluted in dichloromethane and washed with water. ... Run at time 2 hour. Yields the product COC=1C=CC2=C(C(=C3OCCCN32)CC[N+](=O)[O-])N1 (8-Methoxy-10-(2-nitroethyl)-3,4-dihydro-2H-pyrido[2′,3′:4,5]-pyrrolo[2,1-b][1,3]oxazine). The reactants are N(N)C1=CC(N(C(N1CC(C)C)=O)C)=O (6-hydrazino-1-isobutyl-3-methylpyrimidine-2,4(1H,3H)-dione), CC=1NC2=CC=CC=C2C1C=O (2-methyl-1H-indole-3-carbaldehyde), C(=O)C1=CC(=CN1C)C#N (5-formyl-1-methyl-1H-pyrrole-3-carbonitrile). The product is C(C(C)C)N1C(N(C(C=2C1=NN(C2C2=CC(=CN2C)C#N)CC2=C(NC1=CC=CC=C21)C)=O)C)=O (5-{7-isobutyl-5-methyl-2-[(2-methyl-1H-indol-3-yl)methyl]4,6-dioxo-4,5,6,7-tetrahydro-2H-pyrazolo[3,4-d]pyrimidin-3-yl}-methyl-1H-pyrrole-3-carbonitrile). Reaction SMILES: [NH:1]([C:3]1[N:8]([CH2:9][CH:10]([CH3:12])[CH3:11])[C:7](=[O:13])[N:6]([CH3:14])[C:5](=[O:15])[CH:4]=1)[NH2:2].[CH3:16][C:17]1[NH:18][C:19]2[C:24]([C:25]=1[CH:26]=O)=[CH:23][CH:22]=[CH:21][CH:20]=2.[CH:28]([C:30]1[N:34]([CH3:35])[CH:33]=[C:32]([C:36]#[N:37])[CH:31]=1)=O>>[CH2:9]([N:8]1[C:3]2=[N:1][N:2]([CH2:26][C:25]3[C:24]4[C:19](=[CH:20][CH:21]=[CH:22][CH:23]=4)[NH:18][C:17]=3[CH3:16])[C:28]([C:30]3[N:34]([CH3:35])[CH:33]=[C:32]([C:36]#[N:37])[CH:31]=3)=[C:4]2[C:5](=[O:15])[N:6]([CH3:14])[C:7]1=[O:13])[CH:10]([CH3:11])[CH3:12]. Reported procedure: This compound was made following the procedure described above, starting with 6-hydrazino-1-isobutyl-3-methylpyrimidine-2,4(1H,3H)-dione, and condensing first with 2-methyl-1H-indole-3-carbaldehyde, followed by 5-formyl-1-methyl-1H-pyrrole-3-carbonitrile. Mass: 470.20 (M+H). Starting materials: C(CCC)(=O)NN (butyric acid hydrazide), C(#N)C1=CC2=C(C(=NCC(N2)=S)C2=CC=C(C=C2)C(F)(F)F)C=C1 (8-cyano-1,3-dihydro-5-[p-(trifluoromethyl)phenyl]-2H-1,4-benzodiazepine-2-thione). Solvent: C(C)O (ethanol). Conditions: temperature 250 celsius. Product: C(#N)C1=CC2=C(C(=NCC=3N2C(=NN3)CCC)C3=CC=C(C=C3)C(F)(F)F)C=C1 (9-cyano-1-propyl-6-[p-(trifluoromethyl)phenyl]-4H-s-triazolo[4,3-a][1,4]benzodiazepine). As a reaction SMILES: [C:1]([C:3]1[CH:24]=[CH:23][C:6]2[C:7]([C:13]3[CH:18]=[CH:17][C:16]([C:19]([F:22])([F:21])[F:20])=[CH:15][CH:14]=3)=[N:8][CH2:9][C:10](=S)[NH:11][C:5]=2[CH:4]=1)#[N:2].[C:25]([NH:30][NH2:31])(=O)[CH2:26][CH2:27][CH3:28]>C(O)C>[C:1]([C:3]1[CH:24]=[CH:23][C:6]2[C:7]([C:13]3[CH:18]=[CH:17][C:16]([C:19]([F:22])([F:21])[F:20])=[CH:15][CH:14]=3)=[N:8][CH2:9][C:10]3[N:11]([C:25]([CH2:26][CH2:27][CH3:28])=[N:30][N:31]=3)[C:5]=2[CH:4]=1)#[N:2]. Reported procedure: In the manner given in Example 2, 8-cyano-1,3-dihydro-5-[p-(trifluoromethyl)phenyl]-2H-1,4-benzodiazepine-2-thione is heated in ethanol with butyric acid hydrazide and the resulting product heated to 250° C. to give 9-cyano-1-propyl-6-[p-(trifluoromethyl)phenyl]-4H-s-triazolo[4,3-a][1,4]benzodiazepine. Starting materials: CCOCC (Et2O), [Si](C)(C)(Cl)Cl (SiMe2Cl2), [Li]CCCC (BuLi), BrC1=CC(=CC=2C(C3=CC(=CC(=C3OC12)Br)C(C)(C)C)(C)C)C(C)(C)C (4,5-dibromo-2,7-di(tert-butyl)-9,9-dimethylxanthene). RXN SMILES: CCOCC.Br[C:7]1[C:20]2[O:19][C:18]3[C:13](=[CH:14][C:15]([C:22]([CH3:25])([CH3:24])[CH3:23])=[CH:16][C:17]=3Br)[C:12]([CH3:27])([CH3:26])[C:11]=2[CH:10]=[C:9]([C:28]([CH3:31])([CH3:30])[CH3:29])[CH:8]=1.[Li]CCCC.[Si:37]([Cl:41])(Cl)([CH3:39])[CH3:38]>CCCCCC>[Cl:41][Si:37]([CH3:39])([CH3:38])[C:7]1[C:20]2[O:19][C:18]3[C:13](=[CH:14][C:15]([C:22]([CH3:25])([CH3:24])[CH3:23])=[CH:16][C:17]=3[Si:37]([Cl:41])([CH3:39])[CH3:38])[C:12]([CH3:27])([CH3:26])[C:11]=2[CH:10]=[C:9]([C:28]([CH3:31])([CH3:30])[CH3:29])[CH:8]=1. Yields the product Cl[Si](C1=CC(=CC=2C(C3=CC(=CC(=C3OC12)[Si](C)(C)Cl)C(C)(C)C)(C)C)C(C)(C)C)(C)C (4,5-bis(chlorodimethylsilyl)-2,7-di(tert-butyl)-9,9-dimethylxanthene). Conditions: temperature -65 celsius. Procedure: The reaction outlined in the reaction scheme below is as follows: Et2O (125 mL) and 4,5-dibromo-2,7-di(tert-butyl)-9,9-dimethylxanthene (9.54 g, 19.9 mmol) were combined and cooled to −65° C. A hexane solution of BuLi (19.2 mL, 47.7 mmol) was added dropwise over 5 min and the colorless suspension was allowed to warm to −30° C. over a period of 45 min during which time the starting material dissolved (at about −40° C.). After 15 min at −30° C. the solution was cooled to −80° C. and cold SiMe2Cl2 ... Run in CCCCCC (hexane). Starting materials: BrC=1C=C2C(C(NC(C2=CC1)=O)=O)=COC (6-Bromo-4-methoxymethylene-4H-isoquinoline-1,3-dione), N1(CCCC1)CC1=CC=C(C=C1)N (4-pyrrolidin-1-ylmethyl-phenylamine). Run in CN(C=O)C (N,N-dimethylformamide). Conditions: temperature 115 celsius, time 1.5 hour. Product: BrC=1C=C2C(C(NC(C2=CC1)=O)=O)=CNC1=CC=C(C=C1)CN1CCCC1 (6-Bromo-4-[(4-pyrrolidin-1-ylmethyl-phenylamino)-methylene]-4H-isoquinoline-1,3-dione). The yield is 92.4%. Reaction SMILES: [Br:1][C:2]1[CH:3]=[C:4]2[C:9](=[CH:10][CH:11]=1)[C:8](=[O:12])[NH:7][C:6](=[O:13])[C:5]2=[CH:14]OC.[N:17]1([CH2:22][C:23]2[CH:28]=[CH:27][C:26]([NH2:29])=[CH:25][CH:24]=2)[CH2:21][CH2:20][CH2:19][CH2:18]1>CN(C)C=O>[Br:1][C:2]1[CH:3]=[C:4]2[C:9](=[CH:10][CH:11]=1)[C:8](=[O:12])[NH:7][C:6](=[O:13])[C:5]2=[CH:14][NH:29][C:26]1[CH:25]=[CH:24][C:23]([CH2:22][N:17]2[CH2:21][CH2:20][CH2:19][CH2:18]2)=[CH:28][CH:27]=1. Procedure: To a suspension of crude 6-Bromo-4-methoxymethylene-4H-isoquinoline-1,3-dione (56.4 mg, 0.2 mmol) in N,N-dimethylformamide (500 μL) is added 4-pyrrolidin-1-ylmethyl-phenylamine (35.2 mg, 0.2 mmol). The reaction mixture is shaken at 115° C. for 1.5 hours. Upon cooling to room temperature, the product precipitated out. The precipitate is then filtered off, rinsed with copious amounts of ether, and dried to yield 78.8 mg of 6-Bromo-4-[(4-pyrrolidin-1-ylmethyl-phenylamino)-methylene]-4H-isoquinoline...